Dataset: the Open Reaction Database (ORD), a public repository of structured organic reaction records. Task: describe an organic reaction: reactants, conditions, products, and yield Reactants: ClC=1C(=NC=C(C1)C#CC1=C(C=C(C=C1)OC)C)C#N (3-chloro-5-((4-methoxy-2-methylphenyl)ethynyl)picolinonitrile), CC=1C=CC(=C(C1)NC(OC(C)(C)C)=O)B1OC(C(O1)(C)C)(C)C (tert-butyl 5-methyl-2-(4,4,5,5-tetramethyl-1,3,2-dioxaborolan-2-yl)phenylcarbamate), [O-]P(=O)([O-])[O-].[K+].[K+].[K+] (K3PO4), C1(CCCCC1)P(C1=C(C=CC=C1)C1=C(C=CC=C1OC)OC)C1CCCCC1 (2-dicyclohexylphosphino-2′,6′-dimethoxybiphenyl). The reagents and catalysts are C=1C=CC(=CC1)/C=C/C(=O)/C=C/C2=CC=CC=C2.C=1C=CC(=CC1)/C=C/C(=O)/C=C/C2=CC=CC=C2.C=1C=CC(=CC1)/C=C/C(=O)/C=C/C2=CC=CC=C2.[Pd].[Pd] (tris(dibenzylideneacetone)dipalladium(0)). Solvent: O (water), C(CCC)O (n-butanol). Reaction conditions: temperature 100 celsius, time 8 hour. Yields the product COC1=CC(=C(C=C1)C#CC=1C=NC2=C(N=C3C(=C2C1)C=CC(=C3)C)N)C (2-((4-methoxy-2-methylphenyl)ethynyl)-8-methylbenzo[f][1,7]naphthyridin-5-amine). Reaction SMILES: Cl[C:2]1[C:3]([C:19]#[N:20])=[N:4][CH:5]=[C:6]([C:8]#[C:9][C:10]2[CH:15]=[CH:14][C:13]([O:16][CH3:17])=[CH:12][C:11]=2[CH3:18])[CH:7]=1.[CH3:21][C:22]1[CH:23]=[CH:24][C:25](B2OC(C)(C)C(C)(C)O2)=[C:26]([NH:28]C(=O)OC(C)(C)C)[CH:27]=1.[O-]P([O-])([O-])=O.[K+].[K+].[K+].C1(P(C2CCCCC2)C2C=CC=CC=2C2C(OC)=CC=CC=2OC)CCCCC1>C1C=CC(/C=C/C(/C=C/C2C=CC=CC=2)=O)=CC=1.C1C=CC(/C=C/C(/C=C/C2C=CC=CC=2)=O)=CC=1.C1C=CC(/C=C/C(/C=C/C2C=CC=CC=2)=O)=CC=1.[Pd].[Pd].O.C(O)CCC>[CH3:17][O:16][C:13]1[CH:14]=[CH:15][C:10]([C:9]#[C:8][C:6]2[CH:5]=[N:4][C:3]3[C:2]([CH:7]=2)=[C:25]2[CH:24]=[CH:23][C:22]([CH3:21])=[CH:27][C:26]2=[N:28][C:19]=3[NH2:20])=[C:11]([CH3:18])[CH:12]=1 |f:2.3.4.5,7.8.9.10.11|. Procedure details: To a round bottom flask with refluxing condenser were added 3-chloro-5-((4-methoxy-2-methylphenyl)ethynyl)picolinonitrile (B-1) (1 eq.), tert-butyl 5-methyl-2-(4,4,5,5-tetramethyl-1,3,2-dioxaborolan-2-yl)phenylcarbamate (A-1) (1.25 eq.), K3PO4 (2 eq.), tris(dibenzylideneacetone)dipalladium(0) (0.05 eq.), and 2-dicyclohexylphosphino-2′,6′-dimethoxybiphenyl (Sphos) (0.1 eq.). n-butanol and water (5:2, 0.2 M) were added, and the content was degas sed (vacuum followed by nitrogen flush) for three ti... Reactants: O=C1N2C(N=NN1CC#C)=C(N=C2)C(N)=S (4-oxo-3-(prop-2-ynyl)-3,4-dihydroimidazo[5,1-d][1,2,3,5]tetrazine-8-carbothioamide), IC (iodomethane). Solvent: CC#N (MeCN). Run at time 8 hour. The product is I.CSC(=N)C=1N=CN2C1N=NN(C2=O)CC#C (Methyl-4-oxo-3-(prop-2-ynyl)-3,4-dihydroimidazo[5,1-d][1,2,3,5]tetrazine-8-carbimidothioate hydroiodide). As a reaction SMILES: [O:1]=[C:2]1[N:7]([CH2:8][C:9]#[CH:10])[N:6]=[N:5][C:4]2=[C:11]([C:14](=[S:16])[NH2:15])[N:12]=[CH:13][N:3]12.[I:17][CH3:18]>CC#N>[IH:17].[CH3:18][S:16][C:14]([C:11]1[N:12]=[CH:13][N:3]2[C:2](=[O:1])[N:7]([CH2:8][C:9]#[CH:10])[N:6]=[N:5][C:4]=12)=[NH:15] |f:3.4|. Reported procedure: 4-oxo-3-(prop-2-ynyl)-3,4-dihydroimidazo[5,1-d][1,2,3,5]tetrazine-8-carbothioamide (0.323 g; 0.86 mmol) was dissolved in dry MeCN (1 mL) and iodomethane (1.220 g; 8.6 mmol) was added and the reaction mixture stirred at room temperature overnight. Reactants: CN1CCCC1=O, N#C[Cu], [I-], CN(C)CCc1c[nH]c2ccc(I)cc12. Product: CN(C)CCc1c[nH]c2ccc(C#N)cc12. Reaction SMILES: [CH3:20][N:21]1[CH2:22][CH2:23][CH2:24][C:25]1=[O:26].[Cu:16][C:17]#[N:18].[I-:19].[I:1][c:2]1[cH:3][cH:4][c:5]2[nH:6][cH:7][c:8]([CH2:9][CH2:10][N:11]([CH3:12])[CH3:13])[c:14]2[cH:15]1>>[c:2]1([C:17]#[N:18])[cH:3][cH:4][c:5]2[nH:6][cH:7][c:8]([CH2:9][CH2:10][N:11]([CH3:12])[CH3:13])[c:14]2[cH:15]1. The reactants are B(F)(F)F.CCOCC (boron trifluoride etherate), [OH-].[Na+] (NaOH), NC1(CCCCC1)C(=O)O (1-Amino-1-cyclohexanecarboxylic acid), solution, B#B (diborane). Run in C1CCOC1 (THF), C1CCOC1.O (THF water). Run at temperature 40 celsius, time 10 minute. Yields the product NC1(CCCCC1)CO ((1-Amino-1-cyclohexyl)methanol). The yield is 73.2%. RXN SMILES: [NH2:1][C:2]1([C:8](O)=[O:9])[CH2:7][CH2:6][CH2:5][CH2:4][CH2:3]1.B(F)(F)F.CCOCC.B#B.[OH-].[Na+]>C1COCC1.O.C1COCC1>[NH2:1][C:2]1([CH2:8][OH:9])[CH2:7][CH2:6][CH2:5][CH2:4][CH2:3]1 |f:1.2,4.5,6.7|. Reported procedure: 1-Amino-1-cyclohexanecarboxylic acid(51.5 g, Aldrich) was added to 150 ml of THF followed by boron trifluoride etherate(27 ml, Aldrich). The reaction mixture was heated to 40° C., stirred for 10 minutes and then a 1.0M solution of diborane(380 ml, Aldrich) was added. The mixture was refluxed for 2 hr, cooled and added THF/water (1:1,25 ml) followed by 6N NaOH(95 ml). The reaction mixture was refluxed for 2 hr, cooled to room temperature and the organic layer was separated, washed with brine, dri... Starting materials: O([Si](C)(C)C(C)(C)C)CCC1OC2=C(NC1=O)C=CC=C2 (2-(2-tert-butyldimethylsiloxyethyl)-3,4-dihydro-3-oxo-2H-1,4-benzoxazine), CC1=CC=C(CCl)C=C1 (4-methylbenzyl chloride), [K+].[Br-] (KBr). The product is OCCC1OC2=C(N(C1=O)CC1=CC=C(C=C1)C)C=CC=C2 (3,4-Dihydro-2-(2-hydroxyethyl)-4-(4-methylbenzyl)-3-oxo-2H-1,4-benzoxazine). As a reaction SMILES: [O:1]([CH2:9][CH2:10][CH:11]1[C:16](=[O:17])[NH:15][C:14]2[CH:18]=[CH:19][CH:20]=[CH:21][C:13]=2[O:12]1)[Si](C(C)(C)C)(C)C.[CH3:22][C:23]1[CH:30]=[CH:29][C:26]([CH2:27]Cl)=[CH:25][CH:24]=1.[K+].[Br-]>>[OH:1][CH2:9][CH2:10][CH:11]1[C:16](=[O:17])[N:15]([CH2:22][C:23]2[CH:30]=[CH:29][C:26]([CH3:27])=[CH:25][CH:24]=2)[C:14]2[CH:18]=[CH:19][CH:20]=[CH:21][C:13]=2[O:12]1 |f:2.3|. Reported procedure: Prepared from 2-(2-tert-butyldimethylsiloxyethyl)-3,4-dihydro-3-oxo-2H-1,4-benzoxazine by Methods F and G alkylating with 4-methylbenzyl chloride, in 50% overall yield. This material was crystallized from ether to afford a white solid, mp 92°-94° C.; IR (KBr) 3496, 1659, 1503, 1405, 1304, 1283, 1248, 1063, 801 cm-1 ; 1H NMR (CDCl3) δ 2.18-2.36 (m, 5H), 3.91 (q, J=5.7, 2H), 4.83 (dd, J=7.4, 5.7, 1H), .5.12 (s, 2H), 6.90-7.00 (m, 4H), 7.13 (s, 4H); MH+ at m/z=298; Anal. Calc'd for C18H19NO3 : C, 7... Starting materials: CC(C)CC(C(=O)N1CCN(c2ccccn2)CC1C)C1OC(C)(C)OC1=O, CC(C)O, NO, O. Product: CC(C)CC(C(=O)N1CCN(c2ccccn2)CC1C)C(O)C(=O)NO. As a reaction SMILES: [CH3:1][C:2]1([CH3:7])[O:3][CH:4]([CH:8]([CH2:9][CH:10]([CH3:11])[CH3:12])[C:13](=[O:14])[N:15]2[CH:16]([CH3:27])[CH2:17][N:18]([c:21]3[n:22][cH:23][cH:24][cH:25][cH:26]3)[CH2:19][CH2:20]2)[C:5](=[O:28])[O:6]1.[CH:31]([OH:32])([CH3:33])[CH3:34].[NH2:29][OH:30].[OH2:35]>>[OH:3][CH:4]([C:5](=[O:6])[NH:29][OH:30])[CH:8]([CH2:9][CH:10]([CH3:11])[CH3:12])[C:13](=[O:14])[N:15]1[CH:16]([CH3:27])[CH2:17][N:18]([c:21]2[n:22][cH:23][cH:24][cH:25][cH:26]2)[CH2:19][CH2:20]1. The reactants are FC(C1=NC=NN1)(F)F (5-trifluoromethyl-1,2,4-triazole), FC(C(=O)OCC)(F)F (Ethyl trifluoroacetate), O.NN (hydrazine hydrate), ClC1=CC=C(C=C1)N=C(C1=CC=C(C=C1)Cl)Cl (N-(4-chlorophenyl)-4-chlorobenzimidoyl chloride). The solvent is CO (methanol). Run at time 15 minute. Yields the product ClC1=CC=C(C=C1)C1=NN=C(N1C1=CC=C(C=C1)Cl)C(F)(F)F (3,4-bis(4-chlorophenyl)-5-trifluoromethyl- 1,2,4-triazole). As a reaction SMILES: FC(F)(F)C(OCC)=O.O.NN.[Cl:13][C:14]1[CH:19]=[CH:18][C:17]([N:20]=[C:21](Cl)[C:22]2[CH:27]=[CH:26][C:25]([Cl:28])=[CH:24][CH:23]=2)=[CH:16][CH:15]=1.[F:30][C:31]([F:38])([F:37])[C:32]1[NH:36][N:35]=CN=1>CO>[Cl:28][C:25]1[CH:26]=[CH:27][C:22]([C:21]2[N:20]([C:17]3[CH:18]=[CH:19][C:14]([Cl:13])=[CH:15][CH:16]=3)[C:32]([C:31]([F:38])([F:37])[F:30])=[N:36][N:35]=2)=[CH:23][CH:24]=1 |f:1.2|. Procedure: Ethyl trifluoroacetate (2.9 g) was added to hydrazine hydrate (1.1 g, 99-100%) in methanol (20 ml) at 5°-10° and stirred for 15 min. N-(4-chlorophenyl)-4-chlorobenzimidoyl chloride (5.7 g) was added keeping the temperature below 5°for 3 hr and then at reflux for 1 hr 3,4bis 4-chlorophenyl)-5-trifluoromethyl-1,2,4-triazole crystallized on cooling (4.1 g, 57.8%) m.p. 184°. (Found: C, 50.54%; H, 2.40%; Cl, 19.6%; F, 15.8%; N, 11.54%. C15H8Cl2F3N3 requires: C, 50.30%; H, 2.25%; Cl, 19.8%; F, 15.9%; ...